Dataset: the Open Reaction Database (ORD), a public repository of structured organic reaction records. Task: describe an organic reaction: reactants, conditions, products, and yield Starting materials: ClC1=NC2=CC=C(C=C2C=C1C=O)OCC (2-chloro-6-ethoxyquinoline-3-carbaldehyde), Cl.CON.C(C)O (ethanol O-methylhydroxylamine hydrochloride). Yields the product CON=CC=1C(=NC2=CC=C(C=C2C1)OCC)Cl (2-Chloro-6-ethoxyquinoline-3-carbaldehyde-O-methyl-oxime). As a reaction SMILES: [Cl:1][C:2]1[C:11]([CH:12]=O)=[CH:10][C:9]2[C:4](=[CH:5][CH:6]=[C:7]([O:14][CH2:15][CH3:16])[CH:8]=2)[N:3]=1.Cl.[CH3:18][O:19][NH2:20].C(O)C>>[CH3:18][O:19][N:20]=[CH:12][C:11]1[C:2]([Cl:1])=[N:3][C:4]2[C:9]([CH:10]=1)=[CH:8][C:7]([O:14][CH2:15][CH3:16])=[CH:6][CH:5]=2 |f:1.2.3|. Reported procedure: To a solution of 2-chloro-6-ethoxyquinoline-3-carbaldehyde (0.235 g, 1.0 mmol) in ethanol O-methylhydroxylamine hydrochloride (0.10 g, 1.1 mmol) was added. The reaction mixture was heated to reflux for 0.5 hours. After cooling to room temperature the precipitated compound was filtered and dried. Yield 180 mg. M.p. 142-4° C. Starting materials: CN(C)Cc1ccc(CSCCN)o1, ClC=C(Cl)Cl, CSC(=C[N+](=O)[O-])SC. Yields the product CSC(=C[N+](=O)[O-])NCCSCc1ccc(CN(C)C)o1. Reaction SMILES: [CH3:1][N:2]([CH3:3])[CH2:4][c:5]1[cH:6][cH:7][c:8]([CH2:10][S:11][CH2:12][CH2:13][NH2:14])[o:9]1.[Cl:24][CH:25]=[C:26]([Cl:27])[Cl:28].[N+:15](=[O:16])([O-:17])[CH:18]=[C:19]([S:20][CH3:21])[S:22][CH3:23]>>[CH3:1][N:2]([CH3:3])[CH2:4][c:5]1[cH:6][cH:7][c:8]([CH2:10][S:11][CH2:12][CH2:13][NH:14][C:19](=[CH:18][N+:15](=[O:16])[O-:17])[S:20][CH3:21])[o:9]1. Starting materials: C1(=CC=CC=C1)C1(CCC1)C#N (1-phenylcyclobutanecarbonitrile), OS(=O)(=O)O (H2SO4), [N+](=O)([O-])[O-].[K+] (KNO3). The solvent is C(C)(=O)O (acetic acid). Reaction conditions: temperature 0 celsius, time 20 minute. The product is [N+](=O)([O-])C1=CC=C(C=C1)C1(CCC1)C#N (1-(4-nitrophenyl)-cyclobutanecarbonitrile). RXN SMILES: [C:1]1([C:7]2([C:11]#[N:12])[CH2:10][CH2:9][CH2:8]2)[CH:6]=[CH:5][CH:4]=[CH:3][CH:2]=1.OS(O)(=O)=O.[N+:18]([O-])([O-:20])=[O:19].[K+]>C(O)(=O)C>[N+:18]([C:4]1[CH:5]=[CH:6][C:1]([C:7]2([C:11]#[N:12])[CH2:10][CH2:9][CH2:8]2)=[CH:2][CH:3]=1)([O-:20])=[O:19] |f:2.3|. Reported procedure: A mixture of 1-phenylcyclobutanecarbonitrile (5 g) and acetic acid (15 ml) and H2SO4 (10 ml) and KNO3 (1.1 eq) was stirred at 0° C. for 20 min. The mixture was warmed to RT and stirred for two hours. The mixture was poured on ice and stirred until all ice melted. The precipitate was filtered and recrystalized from EtOH to give 1-(4-nitrophenyl)-cyclobutanecarbonitrile. The above product (2 g) was mixed with Pd—C (10%, 800 mg) in EtOH (100 ml) and hydrogenated under H2 atmosphere for 1 hour. The ... Starting materials: CCOc1ccc(C(=O)Cl)cc1, CC(=O)OCC1OC(n2ccc3c(F)cccc32)C(OC(C)=O)C(OC(C)=O)C1OC(C)=O. Product: CCOc1ccc(C(=O)c2cn(C3OC(COC(C)=O)C(OC(C)=O)C(OC(C)=O)C3OC(C)=O)c3cccc(F)c23)cc1. Reaction SMILES: [CH2:34]([CH3:35])[O:36][c:37]1[cH:38][cH:39][c:40]([C:41](=[O:42])[Cl:43])[cH:44][cH:45]1.[F:1][c:2]1[c:3]2[cH:4][cH:5][n:6]([CH:11]3[CH:12]([O:13][C:14]([CH3:15])=[O:16])[CH:17]([O:18][C:19]([CH3:20])=[O:21])[CH:22]([O:23][C:24]([CH3:25])=[O:26])[CH:27]([CH2:29][O:30][C:31]([CH3:32])=[O:33])[O:28]3)[c:7]2[cH:8][cH:9][cH:10]1>>[F:1][c:2]1[c:3]2[c:4]([C:41]([c:40]3[cH:39][cH:38][c:37]([O:36][CH2:34][CH3:35])[cH:45][cH:44]3)=[O:42])[cH:5][n:6]([CH:11]3[CH:12]([O:13][C:14]([CH3:15])=[O:16])[CH:17]([O:18][C:19]([CH3:20])=[O:21])[CH:22]([O:23][C:24]([CH3:25])=[O:26])[CH:27]([CH2:29][O:30][C:31]([CH3:32])=[O:33])[O:28]3)[c:7]2[cH:8][cH:9][cH:10]1. The reactants are COc1ccc2cc(Nc3cc(C)[nH]n3)nc(Cl)c2c1, N#Cc1ccc(O)cc1. The product is COc1ccc2cc(Nc3cc(C)[nH]n3)nc(Oc3ccc(C#N)cc3)c2c1. Reaction SMILES: [Cl:10][c:11]1[n:12][c:13]([NH:23][c:24]2[n:25][nH:26][c:27]([CH3:29])[cH:28]2)[cH:14][c:15]2[cH:16][cH:17][c:18]([O:21][CH3:22])[cH:19][c:20]12.[OH:1][c:2]1[cH:3][cH:4][c:5]([C:6]#[N:7])[cH:8][cH:9]1>>[O:1]([c:2]1[cH:3][cH:4][c:5]([C:6]#[N:7])[cH:8][cH:9]1)[c:11]1[n:12][c:13]([NH:23][c:24]2[n:25][nH:26][c:27]([CH3:29])[cH:28]2)[cH:14][c:15]2[cH:16][cH:17][c:18]([O:21][CH3:22])[cH:19][c:20]12. Starting materials: OBO, CCOc1ccccc1, Cc1nn(-c2ccc(CCO)cc2)c(C)c1I. Yields the product CCOc1ccc(-c2c(C)nn(-c3ccc(CCO)cc3)c2C)cc1. As a reaction SMILES: [BH:18]([OH:19])[OH:20].[CH2:21]([CH3:22])[O:23][c:24]1[cH:25][cH:26][cH:27][cH:28][cH:29]1.[I:1][c:2]1[c:3]([CH3:17])[n:4][n:5](-[c:8]2[cH:9][cH:10][c:11]([CH2:14][CH2:15][OH:16])[cH:12][cH:13]2)[c:6]1[CH3:7]>>[c:2]1(-[c:27]2[cH:26][cH:25][c:24]([O:23][CH2:21][CH3:22])[cH:29][cH:28]2)[c:3]([CH3:17])[n:4][n:5](-[c:8]2[cH:9][cH:10][c:11]([CH2:14][CH2:15][OH:16])[cH:12][cH:13]2)[c:6]1[CH3:7]. Procedure details: A mixture of 3.0 g (7.28 mmol) of the compound of step A, above, 4.74 g (14.6 mmol) of Cs2CO3, 1.62 g (14.6 mmol) of trimethylamine N-oxide and 24 ml of dimethyl sulfoxide is stirred at 120° C. for 4 days. The reaction mixture is cooled and diluted with 400 ml of water producing a brown precipitate which is collected by filtration. The crude product is dissolved in methanol, filtered and evaporated onto silica gel. The coated silica gel is then added to a column and eluted with 10% methanol in c... Starting materials: C(=O)([O-])[O-].[Cs+].[Cs+] (Cs2CO3), C[N+](C)(C)[O-] (trimethylamine N-oxide), CS(=O)C (dimethyl sulfoxide), ClC1=CC=C2C3=C(C=NC2=C1)C1=C(N3)CCN(C1)C1=CC=C(C=C1)S(=O)(=O)C (3-Chloro-8,9,10,11-tetrahydro-8-[4-(methylsulfonyl)phenyl]-7H-pyrido[3',4':4,5]pyrrolo[3,2-c]quinoline). Product: ClC=1C=CC=2C3=C(C=NC2C1)C(=C(N3)CCNC3=CC=C(C=C3)S(=O)(=O)C)C=O (7-Chloro-2-[2-[[4-(methylsulfonyl)phenyl]amino]ethyl]-1H-pyrrolo[3,2-c]quinoline-3-carboxaldehyde). RXN SMILES: [Cl:1][C:2]1[CH:11]=[C:10]2[C:5]([C:6]3[NH:14][C:13]4[CH2:15][CH2:16][N:17]([C:19]5[CH:24]=[CH:23][C:22]([S:25]([CH3:28])(=[O:27])=[O:26])=[CH:21][CH:20]=5)[CH2:18][C:12]=4[C:7]=3[CH:8]=[N:9]2)=[CH:4][CH:3]=1.C([O-])([O-])=[O:30].[Cs+].[Cs+].C[N+]([O-])(C)C.CS(C)=O>O>[Cl:1][C:2]1[CH:3]=[CH:4][C:5]2[C:6]3[NH:14][C:13]([CH2:15][CH2:16][NH:17][C:19]4[CH:24]=[CH:23][C:22]([S:25]([CH3:28])(=[O:27])=[O:26])=[CH:21][CH:20]=4)=[C:12]([CH:18]=[O:30])[C:7]=3[CH:8]=[N:9][C:10]=2[CH:11]=1 |f:1.2.3|. The solvent is O (water). Isolated yield 24.1%.